Dataset: the Open Reaction Database (ORD), a public repository of structured organic reaction records. Task: describe an organic reaction: reactants, conditions, products, and yield The reactants are C(C1=CC=CC=C1)OC(=O)N1CCC(CC1)O (1-Benzyloxycarbonyl-4-hydroxypiperidine), C(C)(C)N(C(C)C)CC (N,N-diisopropylethylamine), C(=O)(Cl)Cl (phosgene). The solvent is C1(=CC=CC=C1)C (toluene), C1(=CC=CC=C1)C (toluene). Yields the product C(C1=CC=CC=C1)OC(=O)N1CCC(CC1)OC(=O)Cl (1-benzyloxycarbonyl-4-chlorocarbonyloxypiperidine). RXN SMILES: [CH2:1]([O:8][C:9]([N:11]1[CH2:16][CH2:15][CH:14]([OH:17])[CH2:13][CH2:12]1)=[O:10])[C:2]1[CH:7]=[CH:6][CH:5]=[CH:4][CH:3]=1.C(N(CC)C(C)C)(C)C.[C:27](Cl)([Cl:29])=[O:28]>C1(C)C=CC=CC=1>[CH2:1]([O:8][C:9]([N:11]1[CH2:16][CH2:15][CH:14]([O:17][C:27]([Cl:29])=[O:28])[CH2:13][CH2:12]1)=[O:10])[C:2]1[CH:7]=[CH:6][CH:5]=[CH:4][CH:3]=1. Procedure details: 1-Benzyloxycarbonyl-4-hydroxypiperidine (15 g., 0.0638 mole) and N,N-diisopropylethylamine (12.3 ml., 9.13 g., 0.0707 mole) were dissolved in toluene (150 ml.), and the solution was added over 30 min. to a solution of phosgene (12.63 g., 0.128 mole) in toluene (150 ml.). The reaction mixture was protected from atmospheric moisture (drying tube), stirred magnetically, and kept at ambient temperature in a water bath during the addition. When the addition was complete the mixture was filtered and t...